describe an organic reaction: reactants, conditions, products, and yield From a dataset of the Open Reaction Database (ORD), a public repository of structured organic reaction records. Starting materials: CCOC(=O)C(=NOC)c1nsc(NC(=O)OCc2ccccc2)n1, CCO, [Na+], [OH-]. Yields the product CON=C(C(=O)O)c1nsc(NC(=O)OCc2ccccc2)n1. As a reaction SMILES: [CH2:1]([c:2]1[cH:3][cH:4][cH:5][cH:6][cH:7]1)[O:8][C:9](=[O:10])[NH:11][c:12]1[n:13][c:14]([C:17]([C:18](=[O:19])[O:20][CH2:21][CH3:22])=[N:23][O:24][CH3:25])[n:15][s:16]1.[CH3:28][CH2:29][OH:30].[Na+:27].[OH-:26]>>[CH2:1]([c:2]1[cH:3][cH:4][cH:5][cH:6][cH:7]1)[O:8][C:9](=[O:10])[NH:11][c:12]1[n:13][c:14]([C:17]([C:18](=[O:19])[OH:20])=[N:23][O:24][CH3:25])[n:15][s:16]1. Starting materials: CC1=CC=CC=2N=C(NC21)S (4-Methyl-2-mercaptobenzimidazole), CC(C)([O-])C.[K+] (potassium tertbutoxide), Br.BrC(CBr)C1=NC=CC=C1 (2-(1,2-dibromoethyl)pyridine hydrobromide). The solvent is CC(C)(C)O (2-methylpropan-2-ol), Cl (HCl). Conditions: time 2 hour. Product: CC1=CC=CC2=C1N1C(=N2)SC(C1)C1=NC=CC=C1 (2,3-Dihydro-5-methyl-2-(2-pyridyl)thiazolo[3,2-a]benzimidazole). Isolated yield 7.2%. RXN SMILES: [CH3:1][C:2]1[C:10]2[NH:9][C:8]([SH:11])=[N:7][C:6]=2[CH:5]=[CH:4][CH:3]=1.CC(C)([O-])C.[K+].Br.Br[CH:20]([C:23]1[CH:28]=[CH:27][CH:26]=[CH:25][N:24]=1)[CH2:21]Br>CC(O)(C)C.Cl>[CH3:1][C:2]1[C:10]2[N:9]3[CH2:21][CH:20]([C:23]4[CH:28]=[CH:27][CH:26]=[CH:25][N:24]=4)[S:11][C:8]3=[N:7][C:6]=2[CH:5]=[CH:4][CH:3]=1 |f:1.2,3.4|. Procedure details: 4-Methyl-2-mercaptobenzimidazole (13.32 g) was suspended in 2-methylpropan-2-ol (150 ml) and potassium tertbutoxide (9.04 g) added. The mixture was stirred for 2 hours and 2-(1,2-dibromoethyl)pyridine hydrobromide (27.68 g) added. The mixture was stirred at ambient temperature for 1 hour and then at reflux for 2 hours. The reaction mixture was filtered and the solid washed with ether. The filtrate was evaporated to dryness under reduced pressure and the residue combined with the first solid obta... Starting materials: BrC=1C(=CC2=C(C(=C(O2)C(=O)OC)C(NC)=O)C1)N(S(=O)(=O)C)C (methyl 5-bromo-3-(methylcarbamoyl)-6-(N-methylmethylsulfonamido)benzofuran-2-carboxylate), O[Li].O (LiOH.H2O). Solvent: O1CCOCC1.O (1,4-dioxane H2O). Reaction conditions: time 8 hour. Yields the product BrC=1C(=CC2=C(C(=C(O2)C(=O)O)C(NC)=O)C1)N(S(=O)(=O)C)C (5-bromo-3-(methylcarbamoyl)-6-(N-methylmethylsulfonamido)benzofuran-2-carboxylic acid). Isolated yield 89.2%. As a reaction SMILES: [Br:1][C:2]1[C:3]([N:19]([CH3:24])[S:20]([CH3:23])(=[O:22])=[O:21])=[CH:4][C:5]2[O:9][C:8]([C:10]([O:12]C)=[O:11])=[C:7]([C:14](=[O:17])[NH:15][CH3:16])[C:6]=2[CH:18]=1.O[Li].O>O1CCOCC1.O>[Br:1][C:2]1[C:3]([N:19]([CH3:24])[S:20]([CH3:23])(=[O:21])=[O:22])=[CH:4][C:5]2[O:9][C:8]([C:10]([OH:12])=[O:11])=[C:7]([C:14](=[O:17])[NH:15][CH3:16])[C:6]=2[CH:18]=1 |f:1.2,3.4|. Procedure details: To a suspension of methyl 5-bromo-3-(methylcarbamoyl)-6-(N-methylmethylsulfonamido)benzofuran-2-carboxylate (2.90 g, 6.92 mmol) in 1,4-dioxane/H2O (30 mL/5 mL) was added LiOH.H2O (870 mg, 20.75 mmol). The mixture was stirred at room temperature overnight. Then it was concentrated in vacuo, diluted with water, acidized with HCl (aq. 2 M) and extracted with EtOAc. The organic layer was washed with brine, dried over Na2SO4 and concentrated give the product of 5-bromo-3-(methylcarbamoyl)-6-(N-methyl... Reactants: C[Si](C)(C)C#N (tri-methylsilylcyanide), CN(C(=O)Cl)C (N,N-dimethylcarbamoyl chloride), [N+](=O)([O-])C1=CC=C(C=C1)N1C=NC=2C=[N+](C=CC21)[O-] (1-(4-nitrophenyl)-1H-imidazo[4,5-c]pyridine 5-oxide). The solvent is CN(C=O)C (dimethylformamide), O1CCOCC1 (dioxane). Run at temperature 90 celsius, time 14 hour. Product: [N+](=O)([O-])C1=CC=C(C=C1)N1C=NC=2C(=NC=CC21)C#N (1-(4-nitrophenyl)-1H-imidazo[4,5-c]pyridine-4-carbonitrile). The yield is 75.4%. As a reaction SMILES: [N+:1]([C:4]1[CH:9]=[CH:8][C:7]([N:10]2[C:18]3[CH:17]=[CH:16][N+:15]([O-])=[CH:14][C:13]=3[N:12]=[CH:11]2)=[CH:6][CH:5]=1)([O-:3])=[O:2].C[Si]([C:24]#[N:25])(C)C.CN(C)C(Cl)=O>CN(C)C=O.O1CCOCC1>[N+:1]([C:4]1[CH:9]=[CH:8][C:7]([N:10]2[C:18]3[CH:17]=[CH:16][N:15]=[C:14]([C:24]#[N:25])[C:13]=3[N:12]=[CH:11]2)=[CH:6][CH:5]=1)([O-:3])=[O:2]. Procedure details: In a mixed solvent of 1 mL of dimethylformamide and 2 mL of dioxane, 100 mg (0.39 mmol) of 1-(4-nitrophenyl)-1H-imidazo[4,5-c]pyridine 5-oxide prepared in Step A of Example 90 was dissolved, and 310 μL (0.78 mmol) of tri-methylsilylcyanide and 144 μL (0.78 mmol) of N,N-dimethylcarbamoyl chloride were added thereto and the mixture solution was stirred at 90° C. for 14 hours. The solvent was distilled, and the residue was partitioned between ethyl acetate (10 mL×2) and a sodium hydrogencarbonate a... Starting materials: O=C(O)c1ccc(B(O)O)cc1, Cl, O=C(NC1CN2CCC1CC2)c1cc2cccc(Br)c2o1, [Na+], [Na+], O=C([O-])[O-], CN(C)C=O. Yields the product Cl, O=C(O)c1ccc(-c2cccc3cc(C(=O)NC4CN5CCC4CC5)oc23)cc1. As a reaction SMILES: [C:23](=[O:24])([OH:25])[c:26]1[cH:27][cH:28][c:29]([B:32]([OH:33])[OH:34])[cH:30][cH:31]1.[ClH:1].[N:2]12[CH2:3][CH:4]([NH:10][C:11](=[O:12])[c:13]3[o:14][c:15]4[c:16]([cH:17]3)[cH:18][cH:19][cH:20][c:21]4[Br:22])[CH:5]([CH2:6][CH2:7]1)[CH2:8][CH2:9]2.[Na+:35].[Na+:36].[O-:37][C:38](=[O:39])[O-:40].[O:41]=[CH:42][N:43]([CH3:44])[CH3:45]>>[ClH:1].[N:2]12[CH2:3][CH:4]([NH:10][C:11](=[O:12])[c:13]3[o:14][c:15]4[c:16]([cH:17]3)[cH:18][cH:19][cH:20][c:21]4-[c:29]3[cH:28][cH:27][c:26]([C:23](=[O:24])[OH:25])[cH:31][cH:30]3)[CH:5]([CH2:6][CH2:7]1)[CH2:8][CH2:9]2. Reactants: CC(=S)OC(C)OC(C(C)C)=O (racemic 1-methylthiocarbonyloxyethyl-2-methylpropanoate), FC([C@H](O)C=1C2=CC=CC=C2C=C2C=CC=CC12)(F)F ((R)-(−)-2,2,2-trifluoro-1-(9-anthryl)ethanol). Product: CC(=S)O[C@H](C)OC(C(C)C)=O ((1R)-1-Methylthiocarbonyloxyethyl-2-methylpropanoate). Reaction SMILES: [CH3:1][C:2]([O:4][CH:5]([O:7][C:8](=[O:12])[CH:9]([CH3:11])[CH3:10])[CH3:6])=[S:3].FC(F)(F)[C@@H](C1C2C(C=C3C=1C=CC=C3)=CC=CC=2)O>>[CH3:1][C:2]([O:4][C@@H:5]([O:7][C:8](=[O:12])[CH:9]([CH3:11])[CH3:10])[CH3:6])=[S:3]. Procedure: For comparison, racemic 1-methylthiocarbonyloxyethyl-2-methylpropanoate: 1H-NMR in presence of (R)-(−)-2,2,2-trifluoro-1-(9-anthryl)ethanol as chiral solvating agent (CDCl3): δ 1.18 (m, 6H), 1.49 (d, J=5.2 Hz, 1.5H), 1.50 (d, J=5.6 Hz, 1.5H), 2.33 (s, 1.5H), 2.34 (s, 1.5H), 2.55 (septet, J=7.2 Hz, 0.5H), 2.56 (septet, J=7.2 Hz, 0.5H), 6.92 (q, J=5.6 Hz, 0.5H), 6.92 (q, J=5.6 Hz, 0.5H) ppm.